This data is from the Open Reaction Database (ORD), a public repository of structured organic reaction records. The task is: describe an organic reaction: reactants, conditions, products, and yield Reactants: ClCC=1N=C(OC1C)C1=CC=C(C=C1)C(F)(F)F (4-chloromethyl-5-methyl-2-(4-trifluoromethyl-phenyl)-oxazole), [N-]=[N+]=[N-].[Na+] (sodium azide). Run in CO (methanol), O (water). The product is N(=[N+]=[N-])CC=1N=C(OC1C)C1=CC=C(C=C1)C(F)(F)F (4-Azidomethyl-5-methyl-2-(4-trifluoromethyl-phenyl)-oxazole). The yield is 85.4%. Reaction SMILES: Cl[CH2:2][C:3]1[N:4]=[C:5]([C:9]2[CH:14]=[CH:13][C:12]([C:15]([F:18])([F:17])[F:16])=[CH:11][CH:10]=2)[O:6][C:7]=1[CH3:8].[N-:19]=[N+:20]=[N-:21].[Na+]>CO.O>[N:19]([CH2:2][C:3]1[N:4]=[C:5]([C:9]2[CH:14]=[CH:13][C:12]([C:15]([F:18])([F:17])[F:16])=[CH:11][CH:10]=2)[O:6][C:7]=1[CH3:8])=[N+:20]=[N-:21] |f:1.2|. Procedure: To a solution of 4-chloromethyl-5-methyl-2-(4-trifluoromethyl-phenyl)-oxazole (2.4 g, 8.71 mmol) in methanol (13 mL) is added sodium azide (1.13 g, 17.4 mmol) in water (10 mL). The mixture is heated to reflux for 3 hrs, cooled to room temperature, majority of the methanol is evaporated, the residue is extracted with ethyl acetate, dried, concentrated and column chromatography on silica gel yields the title compound (2.10 g).